describe an organic reaction: reactants, conditions, products, and yield From a dataset of the Open Reaction Database (ORD), a public repository of structured organic reaction records. Starting materials: CC(=O)O[BH-](OC(C)=O)OC(C)=O, CC(=O)O, O=Cc1ccc(OCCCN2CCCCC2)cc1, NC1CCCCC1, [Na+], [Na+], [OH-]. The product is c1cc(OCCCN2CCCCC2)ccc1CNC1CCCCC1. RXN SMILES: [C:26]([O:27][BH-:28]([O:29][C:30](=[O:31])[CH3:32])[O:33][C:34](=[O:35])[CH3:36])(=[O:37])[CH3:38].[CH3:42][C:43](=[O:44])[OH:45].[N:1]1([CH2:7][CH2:8][CH2:9][O:10][c:11]2[cH:12][cH:13][c:14]([CH:15]=[O:16])[cH:17][cH:18]2)[CH2:2][CH2:3][CH2:4][CH2:5][CH2:6]1.[NH2:19][CH:20]1[CH2:21][CH2:22][CH2:23][CH2:24][CH2:25]1.[Na+:39].[Na+:41].[OH-:40]>>[N:1]1([CH2:7][CH2:8][CH2:9][O:10][c:11]2[cH:12][cH:13][c:14]([CH2:15][NH:19][CH:20]3[CH2:21][CH2:22][CH2:23][CH2:24][CH2:25]3)[cH:17][cH:18]2)[CH2:2][CH2:3][CH2:4][CH2:5][CH2:6]1. Starting materials: O1B(OCCC1)C=1C=NC=CC1 (3-[1,3,2]dioxaborinan-2-yl-pyridine), BrCC1=C(C=C(C=C1)Cl)OC (1-bromomethyl-4-chloro-2-methoxy-benzene), N1=CC=C(C=C1)B(O)O (4-pyridyl boronic acid). Yields the product ClC1=CC(=C(CC=2C=NC=CC2)C=C1)OC (3-(4-chloro-2-methoxybenzyl)pyridine). As a reaction SMILES: O1CCCOB1[C:7]1[CH:8]=[N:9][CH:10]=[CH:11][CH:12]=1.Br[CH2:14][C:15]1[CH:20]=[CH:19][C:18]([Cl:21])=[CH:17][C:16]=1[O:22][CH3:23].N1C=CC(B(O)O)=CC=1>>[Cl:21][C:18]1[CH:19]=[CH:20][C:15]([CH2:14][C:7]2[CH:8]=[N:9][CH:10]=[CH:11][CH:12]=2)=[C:16]([O:22][CH3:23])[CH:17]=1. Procedure details: The title compound was prepared by substituting 1-bromomethyl-4-chloro-2-methoxy-benzene and 3-[1,3,2]dioxaborinan-2-yl-pyridine for 1-bromomethyl-4-chloro-2-methoxy-benzene and 4-pyridyl boronic acid, respectively, in Example 700A. MS (ESI) m/e 234 (M+H)+.